Dataset: the Open Reaction Database (ORD), a public repository of structured organic reaction records. Task: describe an organic reaction: reactants, conditions, products, and yield The reactants are CI (MeI), resultant mixture, FC1(CN(CC1)C[C@H](C(C)C)NC(C1=CC(=C(C=C1)C)C)=O)F ((S)—N-(1-(3,3-difluoropyrrolidin-1-yl)-3-methylbutan-2-yl)-3,4-dimethylbenzamide), FC1(CN(CC1)C[C@H](C(C)C)NC(C1=CC(=C(C=C1)C)C)=O)F ((S)—N-(1-(3,3-difluoropyrrolidin-1-yl)-3-methylbutan-2-yl)-3,4-dimethylbenzamide), [H-].[Na+] (sodium hydride), [H-].[Na+] (sodium hydride), CI (MeI). The solvent is C1CCOC1 (THF). Reaction conditions: time 30 minute. The product is FC1(CN(CC1)C[C@H](C(C)C)N(C(C1=CC(=C(C=C1)C)C)=O)C)F ((S)—N-(1-(3,3-Difluoropyrrolidin-1-yl)-3-methylbutan-2-yl)-N,3,4-trimethylbenzamide). Yield: 27.2%. As a reaction SMILES: [F:1][C:2]1([F:23])[CH2:6][CH2:5][N:4]([CH2:7][C@@H:8]([NH:12][C:13](=[O:22])[C:14]2[CH:19]=[CH:18][C:17]([CH3:20])=[C:16]([CH3:21])[CH:15]=2)[CH:9]([CH3:11])[CH3:10])[CH2:3]1.[H-].[Na+].[CH3:26]I>C1COCC1>[F:23][C:2]1([F:1])[CH2:6][CH2:5][N:4]([CH2:7][C@@H:8]([N:12]([CH3:26])[C:13](=[O:22])[C:14]2[CH:19]=[CH:18][C:17]([CH3:20])=[C:16]([CH3:21])[CH:15]=2)[CH:9]([CH3:11])[CH3:10])[CH2:3]1 |f:1.2|. Reported procedure: To a mixture of (S)—N-(1-(3,3-difluoropyrrolidin-1-yl)-3-methylbutan-2-yl)-3,4-dimethylbenzamide (Compound P) (167 mg, 0.51 mmol) in THF (1 mL) was sodium hydride (0.024 mL, 0.51 mmol) added. After 30 min was MeI (0.032 mL, 0.51 mmol) added and the resultant mixture was stirred at rt overnight. Additional sodium hydride (0.013 mL, 0.51 mmol) and MeI (0.032 mL, 0.51 mmol) was added and the resulting mixture stirred for 2 h. The reaction was quenched with MeOH (0.5 mL). The solvent was removed und... The yield is 56.7%. Yields the product CC1=C(C=CC=C1)N1C(=NC=C1)S(=O)CCCOC=1C=C2CCC(NC2=CC1)=O (6-{3-[1-(2-methylphenyl)-2-imidazolylsulfinyl]propoxy}-3,4-dihydrocarbostyril). Reaction conditions: time 8 hour. As a reaction SMILES: [CH3:1][C:2]1[CH:7]=[CH:6][CH:5]=[CH:4][C:3]=1[N:8]1[CH:12]=[CH:11][N:10]=[C:9]1[S:13][CH2:14][CH2:15][CH2:16][O:17][C:18]1[CH:19]=[C:20]2[C:25](=[CH:26][CH:27]=1)[NH:24][C:23](=[O:28])[CH2:22][CH2:21]2.ClC1C=CC=C(C(OO)=[O:37])C=1>ClCCl>[CH3:1][C:2]1[CH:7]=[CH:6][CH:5]=[CH:4][C:3]=1[N:8]1[CH:12]=[CH:11][N:10]=[C:9]1[S:13]([CH2:14][CH2:15][CH2:16][O:17][C:18]1[CH:19]=[C:20]2[C:25](=[CH:26][CH:27]=1)[NH:24][C:23](=[O:28])[CH2:22][CH2:21]2)=[O:37]. Procedure: In 1 liter of dichloromethane was dissolved 67 g of 6-{3-[1-(2-methylphenyl)-2-imidazolylthio]propoxy}-3,4-dihydrocarbostyril. Thereto was added 32.6 g of m-chloroperbenzoic acid with ice-cooling. The mixture was stirred overnight. After the completion of the reaction, the reaction mixture was washed five times with an aqueous solution saturated with sodium hydrogencarbonate, dried with magnesium sulfate, and subjected to distillation to remove the solvent. The residue was purified by a silica g... Starting materials: CC1=C(C=CC=C1)N1C(=NC=C1)SCCCOC=1C=C2CCC(NC2=CC1)=O (6-{3-[1-(2-methylphenyl)-2-imidazolylthio]propoxy}-3,4-dihydrocarbostyril), ClC1=CC(=CC=C1)C(=O)OO (m-chloroperbenzoic acid). Solvent: ClCCl (dichloromethane). Starting materials: CCN(C(C)C)C(C)C (DIPEA), BrC1=C(C=C(C=C1)F)C(=O)N1CCNCC1 ((2-Bromo-5-fluoro-phenyl)-piperazin-1-yl-methanone), C=1C=CC2=C(C1)N=NN2O (HOBT), CCN=C=NCCCN(C)C (EDCI), hydrochloride salt, OC1=C(C=CC=C1)C1=CC(=NN1)C(=O)NCC(=O)O ({[5-(2-Hydroxy-phenyl)-1H-pyrazole-3-carbonyl]-amino}-acetic acid). Solvent: CN(C)C=O (DMF), O (water). Reaction conditions: time 2 minute. Yields the product BrC1=C(C(=O)N2CCN(CC2)C(CNC(=O)C2=NNC(=C2)C2=C(C=CC=C2)O)=O)C=C(C=C1)F (5-(2-Hydroxy-phenyl)-1H-pyrazole-3-carboxylic acid {2-[4-(2-bromo-5-fluoro-benzoyl)-piperazin-1-yl]-2-oxo-ethyl}-amide). Isolated yield 68.5%. RXN SMILES: CCN(C(C)C)C(C)C.[Br:10][C:11]1[CH:16]=[CH:15][C:14]([F:17])=[CH:13][C:12]=1[C:18]([N:20]1[CH2:25][CH2:24][NH:23][CH2:22][CH2:21]1)=[O:19].C1C=CC2N(O)N=NC=2C=1.CCN=C=NCCCN(C)C.[OH:47][C:48]1[CH:53]=[CH:52][CH:51]=[CH:50][C:49]=1[C:54]1[NH:58][N:57]=[C:56]([C:59]([NH:61][CH2:62][C:63](O)=[O:64])=[O:60])[CH:55]=1>CN(C=O)C.O>[Br:10][C:11]1[CH:16]=[CH:15][C:14]([F:17])=[CH:13][C:12]=1[C:18]([N:20]1[CH2:21][CH2:22][N:23]([C:63](=[O:64])[CH2:62][NH:61][C:59]([C:56]2[CH:55]=[C:54]([C:49]3[CH:50]=[CH:51][CH:52]=[CH:53][C:48]=3[OH:47])[NH:58][N:57]=2)=[O:60])[CH2:24][CH2:25]1)=[O:19]. Procedure details: DIPEA (100 mg, 0.13 mL, 0.7 mmol) was added to a stirred solution of (2-Bromo-5-fluoro-phenyl)-piperazin-1-yl-methanone; hydrochloride salt (prepared by the method as described above)(68 mg, 0.21 mmol) in DMF (4 mL). HOBT (31 mg, 0.23 mmol) and EDCI (91 mg, 0.47 mmol) were then added at room temperature. After 2 minutes, {[5-(2-Hydroxy-phenyl)-1H-pyrazole-3-carbonyl]-amino}-acetic acid (50 mg, 0.19 mmol) was added and the resulting mixture was stirred at room temperature for 4 hrs. Cold water wa... Reactants: O (water), C(C)(=O)OO (peracetic acid), C(C)(=O)[O-].[Na+] (sodium acetate), ClC1=CC=C(C=C1)CCCC=C (5-(4-chlorophenyl)pent-1-ene). Run in ClCCl (dichloromethane). The product is ClC1=CC=C(C=C1)CCCC1CO1 (5-(4-chlorophenyl)-1,2-epoxypentane). As a reaction SMILES: [Cl:1][C:2]1[CH:7]=[CH:6][C:5]([CH2:8][CH2:9][CH2:10][CH:11]=[CH2:12])=[CH:4][CH:3]=1.C(OO)(=[O:15])C.C([O-])(=O)C.[Na+].O>ClCCl>[Cl:1][C:2]1[CH:7]=[CH:6][C:5]([CH2:8][CH2:9][CH2:10][CH:11]2[O:15][CH2:12]2)=[CH:4][CH:3]=1 |f:2.3|. Procedure details: To a solution of 5-(4-chlorophenyl)pent-1-ene (43.2 g) in dichloromethane (400 mL) was added dropwise with stirring a mixture of 40% peracetic acid (200 mL) and sodium acetate (6.5 g). The resulting mixture was heated under reflux for 2 hours, cooled, and stirred with water (400 mL). The dichloromethane layer was separated, washed with dilute aqueous potassium carbonate until neutral, water, and dried (MgSO4) and evaporated to give 46.7 g of 5-(4-chlorophenyl)-1,2-epoxypentane as a colorless oil... Reactants: ClC=1C(=NOC1C1=CC=CC=C1)O (4-Chloro-3-hydroxy-5-phenylisoxazole), C(C)(C)(C)OC(=O)NCCO (2-(N-tert-butoxycarbonylamino)ethanol), Example 1 ( a ). Product: C(C)(C)(C)OC(=O)NCCOC1=NOC(=C1Cl)C1=CC=CC=C1 (3-(2-(N-tert-Butoxycarbonylamino)ethoxy)-4-chloro-5-phenylisoxazole). Yield: 72.7%. Reaction SMILES: [Cl:1][C:2]1[C:3]([OH:13])=[N:4][O:5][C:6]=1[C:7]1[CH:12]=[CH:11][CH:10]=[CH:9][CH:8]=1.[C:14]([O:18][C:19]([NH:21][CH2:22][CH2:23]O)=[O:20])([CH3:17])([CH3:16])[CH3:15]>>[C:14]([O:18][C:19]([NH:21][CH2:22][CH2:23][O:13][C:3]1[C:2]([Cl:1])=[C:6]([C:7]2[CH:12]=[CH:11][CH:10]=[CH:9][CH:8]=2)[O:5][N:4]=1)=[O:20])([CH3:17])([CH3:16])[CH3:15]. Reported procedure: 4-Chloro-3-hydroxy-5-phenylisoxazole (0.58 g) and 2-(N-tert-butoxycarbonylamino)ethanol (0.48 g) were subjected to reaction and post-treatment in a similar manner to that described in Example 1 (a) to obtain the title compound (0.73 g, 72%) as colorless crystals. The reactants are Cl (hydrochloric acid), O (water), [OH-].[Na+] (NaOH), COC(C1=CC(=C(C(=C1)OC)Cl)OCCC1=C(C=C(C=C1)Cl)Cl)=O (4-Chloro-3-[2-(2,4-dichloro-phenyl)-ethoxy]-5-methoxy-benzoic acid methyl ester). The solvent is O1CCOCC1 (dioxan). Run at temperature 60 celsius, time 16 hour. Yields the product ClC1=C(C=C(C(=O)O)C=C1OC)OCCC1=C(C=C(C=C1)Cl)Cl (4-Chloro-3-[2-(2,4-dichloro-phenyl)-ethoxy]-5-methoxy-benzoic acid). RXN SMILES: C[O:2][C:3](=[O:24])[C:4]1[CH:9]=[C:8]([O:10][CH3:11])[C:7]([Cl:12])=[C:6]([O:13][CH2:14][CH2:15][C:16]2[CH:21]=[CH:20][C:19]([Cl:22])=[CH:18][C:17]=2[Cl:23])[CH:5]=1.O.[OH-].[Na+].Cl>O1CCOCC1>[Cl:12][C:7]1[C:8]([O:10][CH3:11])=[CH:9][C:4]([C:3]([OH:24])=[O:2])=[CH:5][C:6]=1[O:13][CH2:14][CH2:15][C:16]1[CH:21]=[CH:20][C:19]([Cl:22])=[CH:18][C:17]=1[Cl:23] |f:2.3|. Procedure: 0.51 g (1.31 mmol) of 4-Chloro-3-[2-(2,4-dichloro-phenyl)-ethoxy]-5-methoxy-benzoic acid methyl ester was dissolved in 15 ml of dioxan. 5 ml of water and 2N aqueous NaOH was added to the solution to give a pH of 13. The reaction solution was heated at 60° C. for 4 h and stirred at room temperature for 16 h. The reaction solution was cooled to 0° C. and concentrated hydrochloric acid was added to give a pH of 1-2, whereupon the product precipitated from solution. The suspension was stirred for 30...